From a dataset of the Open Reaction Database (ORD), a public repository of structured organic reaction records. describe an organic reaction: reactants, conditions, products, and yield The reactants are C1COCCO1, Cl, COC(=O)c1ccc(-c2ccc(OC)c(-c3ccc(C(F)(F)F)cc3CN(Cc3cc(C(F)(F)F)cc(C(F)(F)F)c3)C(=O)OC)c2)c(C)c1, [Li+], [OH-], O, O. The product is COC(=O)N(Cc1cc(C(F)(F)F)cc(C(F)(F)F)c1)Cc1cc(C(F)(F)F)ccc1-c1cc(-c2ccc(C(=O)O)cc2C)ccc1OC. Reaction SMILES: [CH2:56]1[O:57][CH2:58][CH2:59][O:60][CH2:61]1.[ClH:55].[F:1][C:2]([c:3]1[cH:4][c:5]([CH2:6][N:7]([C:8](=[O:9])[O:10][CH3:11])[CH2:12][c:13]2[c:14](-[c:23]3[cH:24][c:25](-[c:31]4[c:32]([CH3:41])[cH:33][c:34]([C:37](=[O:38])[O:39][CH3:40])[cH:35][cH:36]4)[cH:26][cH:27][c:28]3[O:29][CH3:30])[cH:15][cH:16][c:17]([C:19]([F:20])([F:21])[F:22])[cH:18]2)[cH:42][c:43]([C:45]([F:46])([F:47])[F:48])[cH:44]1)([F:49])[F:50].[Li+:53].[OH-:52].[OH2:51].[OH2:54]>>[F:1][C:2]([c:3]1[cH:4][c:5]([CH2:6][N:7]([C:8](=[O:9])[O:10][CH3:11])[CH2:12][c:13]2[c:14](-[c:23]3[cH:24][c:25](-[c:31]4[c:32]([CH3:41])[cH:33][c:34]([C:37](=[O:38])[OH:39])[cH:35][cH:36]4)[cH:26][cH:27][c:28]3[O:29][CH3:30])[cH:15][cH:16][c:17]([C:19]([F:20])([F:21])[F:22])[cH:18]2)[cH:42][c:43]([C:45]([F:46])([F:47])[F:48])[cH:44]1)([F:49])[F:50]. Starting materials: COCOCCCc1ccc(C(C)(C)C)cc1, CCCO, COCOC, COOC, ClCCl. The product is CC(C)(C)c1ccc2c(c1)COCCC2. Reaction SMILES: [C:5]([CH3:6])([CH3:7])([CH3:8])[c:9]1[cH:10][cH:11][c:12]([CH2:15][CH2:16][CH2:17][O:18][CH2:19][O:20][CH3:21])[cH:13][cH:14]1.[CH2:1]([OH:2])[CH2:3][CH3:4].[CH3:22][O:23][CH2:24][O:25][CH3:26].[CH3:27][O:28][O:29][CH3:30].[Cl:31][CH2:32][Cl:33]>>[C:5]([CH3:6])([CH3:7])([CH3:8])[c:9]1[cH:10][c:11]2[c:12]([cH:13][cH:14]1)[CH2:15][CH2:16][CH2:17][O:18][CH2:19]2. The reactants are [Al+3], [Cl-], [Cl-], [Cl-], Cl, Fc1ccccc1, O=C(Cl)Cc1ccccc1. The product is O=C(Cc1ccccc1)c1ccc(F)cc1. Reaction SMILES: [Al+3:12].[Cl-:11].[Cl-:13].[Cl-:14].[ClH:15].[F:16][c:17]1[cH:18][cH:19][cH:20][cH:21][cH:22]1.[c:1]1([CH2:7][C:8](=[O:9])[Cl:10])[cH:2][cH:3][cH:4][cH:5][cH:6]1>>[c:1]1([CH2:7][C:8](=[O:9])[c:20]2[cH:19][cH:18][c:17]([F:16])[cH:22][cH:21]2)[cH:2][cH:3][cH:4][cH:5][cH:6]1. As a reaction SMILES: [Cl:1][C:2]1[C:7]([Cl:8])=[C:6]([C:9](=[O:15])[C:10](=[CH2:14])[CH2:11][CH2:12][Cl:13])[CH:5]=[CH:4][C:3]=1[O:16][CH3:17]>C(Cl)Cl>[Cl:13][CH2:12][CH2:11][CH:10]1[CH2:14][C:5]2[C:6](=[C:7]([Cl:8])[C:2]([Cl:1])=[C:3]([O:16][CH3:17])[CH:4]=2)[C:9]1=[O:15]. Reported procedure: 2,3-Dichloro-4-(4-chloro-2-methylenebutyryl)anisole (14 gm, 0.037 mole) was dissolved in methylene chloride (7 ml) and added with stirring concentrated to sulfuric acid (55 ml) over a period of 20 minutes. The temperature rose to 39° C. The mixture was stirred for 16 hours at ambient temperature, then poured into ice water, extracted first with methylene chloride and then with ether. The combined organic extracts were washed with water, dried over MgSO4 and evaporated in vacuo. The residue (12 g... Solvent: C(Cl)Cl (methylene chloride). The product is ClCCC1C(C2=C(C(=C(C=C2C1)OC)Cl)Cl)=O (2-(2-Chloroethyl)-6,7-dichloro-2,3-dihydro-5-methoxy-1H-inden-1-one). Starting materials: ClC1=C(C=CC(=C1Cl)C(C(CCCl)=C)=O)OC (2,3-Dichloro-4-(4-chloro-2-methylenebutyryl)anisole). The reactants are C=CCc1ccc2c(c1O)CCN(C(=O)C(F)(F)F)CC2, CCOC(C)=O. Yields the product CCCc1ccc2c(c1O)CCN(C(=O)C(F)(F)F)CC2. As a reaction SMILES: [CH2:1]([CH:2]=[CH2:3])[c:4]1[c:5]([OH:21])[c:6]2[c:7]([cH:19][cH:20]1)[CH2:8][CH2:9][N:10]([C:13]([C:14]([F:15])([F:16])[F:17])=[O:18])[CH2:11][CH2:12]2.[CH3:22][CH2:23][O:24][C:25]([CH3:26])=[O:27]>>[CH2:1]([CH2:2][CH3:3])[c:4]1[c:5]([OH:21])[c:6]2[c:7]([cH:19][cH:20]1)[CH2:8][CH2:9][N:10]([C:13]([C:14]([F:15])([F:16])[F:17])=[O:18])[CH2:11][CH2:12]2. The reactants are OB(O)c1ccccc1 (effective_coupling_partner), CCOC(=O)c1ccc(OC(=O)N(CC)CC)cc1 (substrate). Reaction conditions: temperature 180 celsius, time 10 minute. The product is CCOC(=O)c2ccc(c1ccccc1)cc2. The reagents and catalysts are PCy3. The reactants are ClC=1C=C(C=CC1S(=O)(=O)C)C(C(=O)NC1=NC=C(N=C1)C#N)CC1CCCC1 (2-(3-chloro-4-methanesulfonyl-phenyl)-N-(5-cyano-pyrazin-2-yl)-3-cyclopentyl-propionamide), Cl.NO (hydroxylamine hydrochloride), N1CCCCC1 (piperidine). The solvent is CS(=O)C (dimethyl sulfoxide), O (water). Run at temperature 25 celsius, time 1 hour. Product: ethyl acetate hexanes, ClC=1C=C(C=CC1S(=O)(=O)C)C(C(=O)NC1=NC=C(N=C1)C(NO)=N)CC1CCCC1 (2-(3-chloro-4-methanesulfonyl-phenyl)-3-cyclopentyl-N-[5-(N-hydroxy-carbamimidoyl)-pyrazin-2-yl]-propionamide). Isolated yield 63.8%. As a reaction SMILES: Cl[C:2]1[CH:3]=[C:4]([CH:12]([CH2:24][CH:25]2[CH2:29][CH2:28][CH2:27][CH2:26]2)[C:13]([NH:15][C:16]2[CH:21]=[N:20][C:19]([C:22]#[N:23])=[CH:18][N:17]=2)=[O:14])[CH:5]=[CH:6][C:7]=1[S:8]([CH3:11])(=[O:10])=[O:9].[ClH:30].[NH2:31][OH:32].N1CCCCC1>CS(C)=O.O>[Cl:30][C:6]1[CH:5]=[C:4]([CH:12]([CH2:24][CH:25]2[CH2:26][CH2:27][CH2:28][CH2:29]2)[C:13]([NH:15][C:16]2[CH:21]=[N:20][C:19]([C:22](=[NH:23])[NH:31][OH:32])=[CH:18][N:17]=2)=[O:14])[CH:3]=[CH:2][C:7]=1[S:8]([CH3:11])(=[O:10])=[O:9] |f:1.2|. Reported procedure: A solution of 2-(3-chloro-4-methanesulfonyl-phenyl)-N-(5-cyano-pyrazin-2-yl)-3-cyclopentyl-propionamide (400.0 mg, 0.924 mmol) in dimethyl sulfoxide (6 mL) at 25° C. was treated with hydroxylamine hydrochloride (330.0 mg, 4.749 mmol). The reaction mixture was then treated with piperidine (500 μL, 5.056 mmol) and then was stirred at 25° C. for 1 h. The reaction mixture was then diluted with water and then extracted with ethyl acetate. The organic layer was dried over sodium sulfate, filtered, and...